This data is from the Open Reaction Database (ORD), a public repository of structured organic reaction records. The task is: describe an organic reaction: reactants, conditions, products, and yield Reactants: BrCc1ccccc1, O=C([O-])[O-], CCOC(C)=O, [Cs+], [Cs+], O=C(O)C1Cc2ccccc2N1, CN(C)C=O. The product is c1ccc2c(c1)CCN2. As a reaction SMILES: [Br:19][CH2:20][c:21]1[cH:22][cH:23][cH:24][cH:25][cH:26]1.[C:13](=[O:14])([O-:15])[O-:16].[CH3:32][CH2:33][O:34][C:35]([CH3:36])=[O:37].[Cs+:17].[Cs+:18].[NH:1]1[CH:2]([C:10]([OH:11])=[O:12])[CH2:3][c:4]2[cH:5][cH:6][cH:7][cH:8][c:9]21.[O:27]=[CH:28][N:29]([CH3:30])[CH3:31]>>[NH:1]1[CH2:2][CH2:3][c:4]2[cH:5][cH:6][cH:7][cH:8][c:9]21.